describe an organic reaction: reactants, conditions, products, and yield From a dataset of the Open Reaction Database (ORD), a public repository of structured organic reaction records. Starting materials: ClC=1N=C(C2=C(N1)SC(=N2)C=O)N2CCOCC2 (5-chloro-7-morpholinothiazolo[5,4-d]pyrimidine-2-carbaldehyde), CN (methylamine). Solvent: C1CCOC1 (THF), O (water). Conditions: time 24 hour. Product: ClC=1N=C(C2=C(N1)SC(=N2)CNC)N2CCOCC2 (1-(5-Chloro-7-morpholinothiazolo[5,4-d]pyrimidin-2-yl)-N-methylmethanamine). Reaction SMILES: [Cl:1][C:2]1[N:3]=[C:4]([N:13]2[CH2:18][CH2:17][O:16][CH2:15][CH2:14]2)[C:5]2[N:10]=[C:9]([CH:11]=O)[S:8][C:6]=2[N:7]=1.[CH3:19][NH2:20]>C1COCC1.O>[Cl:1][C:2]1[N:3]=[C:4]([N:13]2[CH2:18][CH2:17][O:16][CH2:15][CH2:14]2)[C:5]2[N:10]=[C:9]([CH2:11][NH:20][CH3:19])[S:8][C:6]=2[N:7]=1. Reported procedure: Also, to a solution of 5-chloro-7-morpholinothiazolo[5,4-d]pyrimidine-2-carbaldehyde 44 in 50 mL THF was added 20 mL of 40% methylamine in water. The reaction mixture was stirred at room temperature under N2 for 24 hours. The solvents were removed in vacuo and the residue was dissolved in 50 mL MeOH and 50 mL THF and the NaBH4 added portion-wise. This reaction mixture was stirred at room temperature under N2 for 24 hours and complete reaction was confirmed by LCMS. The solvents were removed in v... Starting materials: C(C)(C)(C)OC(=O)N1CC2=CC(=C(C=C2C1)C1CC1)C=1CCOCC1 (5-cyclopropyl-6-(3,6-dihydro-2H-pyran-4-yl)-1,3-dihydro-isoindole-2-carboxylic acid tert-butyl ester), C(=O)[O-].[NH4+] (ammonium formate). Product: C(C)(C)(C)OC(=O)N1CC2=CC(=C(C=C2C1)C1CC1)C1CCOCC1 (5-Cyclopropyl-6-(tetrahydro-pyran-4-yl)-1,3-dihydro-isoindole-2-carboxylic acid tert-butyl Ester). As a reaction SMILES: [C:1]([O:5][C:6]([N:8]1[CH2:16][C:15]2[C:10](=[CH:11][C:12]([C:20]3[CH2:21][CH2:22][O:23][CH2:24][CH:25]=3)=[C:13]([CH:17]3[CH2:19][CH2:18]3)[CH:14]=2)[CH2:9]1)=[O:7])([CH3:4])([CH3:3])[CH3:2].C([O-])=O.[NH4+]>>[C:1]([O:5][C:6]([N:8]1[CH2:16][C:15]2[C:10](=[CH:11][C:12]([CH:20]3[CH2:21][CH2:22][O:23][CH2:24][CH2:25]3)=[C:13]([CH:17]3[CH2:19][CH2:18]3)[CH:14]=2)[CH2:9]1)=[O:7])([CH3:4])([CH3:2])[CH3:3] |f:1.2|. Procedure: Prepared in analogy to Example A49(b) from 5-cyclopropyl-6-(3,6-dihydro-2H-pyran-4-yl)-1,3-dihydro-isoindole-2-carboxylic acid tert-butyl ester and ammonium formate. Colourless oil. MS (m/e): 288.0 ([M+H−Me2C═CH2]+, 100%).